This data is from the Open Reaction Database (ORD), a public repository of structured organic reaction records. The task is: describe an organic reaction: reactants, conditions, products, and yield Starting materials: CCN1C(=O)N(Cc2ccc(OC)cc2)C(=O)C1(C)C, COc1ccccc1, Cl. Product: CCN1C(=O)NC(=O)C1(C)C. As a reaction SMILES: [CH2:1]([CH3:2])[N:3]1[C:4](=[O:20])[N:5]([CH2:11][c:12]2[cH:13][cH:14][c:15]([O:16][CH3:17])[cH:18][cH:19]2)[C:6](=[O:10])[C:7]1([CH3:8])[CH3:9].[CH3:22][O:23][c:24]1[cH:25][cH:26][cH:27][cH:28][cH:29]1.[ClH:21]>>[CH2:1]([CH3:2])[N:3]1[C:4](=[O:20])[NH:5][C:6](=[O:10])[C:7]1([CH3:8])[CH3:9]. The reactants are S(=O)(=O)(C1=CC=C(C)C=C1)C[N+]#[C-] (tosylmethylisocyanide), C(=O)([O-])[O-].[K+].[K+] (K2CO3), C(=O)C1=C2C[C@H](COC2=CC=C1)N(CCC)C(C)C ((R)-5-Formyl-3-(N-isopropyl-N-n-propylamino)chroman), CN (methylamine), S(=O)(=O)(C1=CC=C(C)C=C1)C[N+]#[C-] (Tosylmethylisocyanide), S(=O)(=O)(C1=CC=C(C)C=C1)C[N+]#[C-] (Tosylmethylisocyanide), C(=O)([O-])[O-].[K+].[K+] (K2CO3). Solvent: CO (methanol). Reaction conditions: time 1 hour. Yields the product N (NH3), CN1C=NC=C1C1=C2C[C@H](COC2=CC=C1)N(CCC)C(C)C ((R)-5-[1-methyl(5-imidazolyl)]-3-(N-isopropyl-N-n-propylamino)chroman). Yield: 0.5%. RXN SMILES: [CH:1]([C:3]1[CH:12]=[CH:11][CH:10]=[C:9]2[C:4]=1[CH2:5][C@@H:6]([N:13]([CH:17]([CH3:19])[CH3:18])[CH2:14][CH2:15][CH3:16])[CH2:7][O:8]2)=O.S([CH2:30][N+:31]#[C-:32])(C1C=CC(C)=CC=1)(=O)=O.C([O-])([O-])=O.[K+].[K+].[CH3:39][NH2:40]>CO>[NH3:13].[CH3:30][N:31]1[C:1]([C:3]2[CH:12]=[CH:11][CH:10]=[C:9]3[C:4]=2[CH2:5][C@@H:6]([N:13]([CH:17]([CH3:19])[CH3:18])[CH2:14][CH2:15][CH3:16])[CH2:7][O:8]3)=[CH:39][N:40]=[CH:32]1 |f:2.3.4|. Procedure: (R)-5-Formyl-3-(N-isopropyl-N-n-propylamino)chroman (0.4 g, 1o5 mmol) was dissolved in methanol (15 mL), saturated with methylamine. Some molcular sieves were added. The solvent was removed in vacuo. The residue was dissolved in methanol (30 mL) under nitrogen atmosphere. Tosylmethylisocyanide (0.36 g, 1.8 mmol) and K2CO3 (0.25 g, 1.8 mmol) were added and the reaction mixture was reluxed for 1 hour. Additionally tosylmethylisocyanide (0.36 g, 1.8 mmol) and K2CO3 (0.25 g, 1.8 mmol) were added and... Reactants: Fc1ccc(F)c(C2CCCN2c2ccn3nccc3n2)c1, O=C(O)C(F)(F)F, O=[N+]([O-])O. The product is O=[N+]([O-])c1cnn2ccc(N3CCCC3c3cc(F)ccc3F)nc12. RXN SMILES: [F:1][c:2]1[c:3]([CH:9]2[N:10]([c:14]3[n:15][c:16]4[n:17]([cH:18][cH:19]3)[n:20][cH:21][cH:22]4)[CH2:11][CH2:12][CH2:13]2)[cH:4][c:5]([F:8])[cH:6][cH:7]1.[F:27][C:28]([F:29])([F:30])[C:31]([OH:32])=[O:33].[OH:23][N+:24]([O-:25])=[O:26]>>[F:1][c:2]1[c:3]([CH:9]2[N:10]([c:14]3[n:15][c:16]4[n:17]([cH:18][cH:19]3)[n:20][cH:21][c:22]4[N+:24](=[O:23])[O-:25])[CH2:11][CH2:12][CH2:13]2)[cH:4][c:5]([F:8])[cH:6][cH:7]1. Reactants: BrCC1CCCO1, CCS(=O)(=O)N1CCC(C#N)CC1, Cc1ccccc1. Yields the product CCS(=O)(=O)N1CCC(C#N)(CC2CCCO2)CC1. RXN SMILES: [Br:14][CH2:15][CH:16]1[O:17][CH2:18][CH2:19][CH2:20]1.[CH2:1]([CH3:2])[S:3](=[O:4])(=[O:5])[N:6]1[CH2:7][CH2:8][CH:9]([C:12]#[N:13])[CH2:10][CH2:11]1.[CH3:21][c:22]1[cH:23][cH:24][cH:25][cH:26][cH:27]1>>[CH2:1]([CH3:2])[S:3](=[O:4])(=[O:5])[N:6]1[CH2:7][CH2:8][C:9]([C:12]#[N:13])([CH2:15][CH:16]2[O:17][CH2:18][CH2:19][CH2:20]2)[CH2:10][CH2:11]1. The reactants are Cl.C(N)(=O)C=1C=C(C=CC1)NCC(=O)NCCC1=CC(=C(C=C1)OC)OC (2-(3-carbamoylphenylamino)-N-(3,4-dimethoxyphenethyl)acetamide hydrochloride), C([O-])([O-])=O.[Na+].[Na+] (sodium carbonate), Cl.C(N)(=O)C=1C=C(C=CC1)NCC(=O)NC1=CC(=C(C=C1)OC)OC (2-(3-carbamoylphenylamino)-N-(3,4-dimethoxyphenyl)acetamide hydrochloride). The solvent is C(Cl)(Cl)Cl (chloroform). The product is C(N)(=O)C=1C=C(C=CC1)NCC(=O)NCCC1=CC(=C(C=C1)OC)OC (2-(3-carbamoylphenylamino)-N-(3,4-dimethoxyphenethyl)acetamide). Yield: 84.5%. Reaction SMILES: Cl.[C:2]([C:5]1[CH:6]=[C:7]([NH:11][CH2:12][C:13]([NH:15][CH2:16][CH2:17][C:18]2[CH:23]=[CH:22][C:21]([O:24][CH3:25])=[C:20]([O:26][CH3:27])[CH:19]=2)=[O:14])[CH:8]=[CH:9][CH:10]=1)(=[O:4])[NH2:3].C(=O)([O-])[O-].[Na+].[Na+].Cl.C(C1C=C(NCC(NC2C=CC(OC)=C(OC)C=2)=O)C=CC=1)(=O)N>C(Cl)(Cl)Cl>[C:2]([C:5]1[CH:6]=[C:7]([NH:11][CH2:12][C:13]([NH:15][CH2:16][CH2:17][C:18]2[CH:23]=[CH:22][C:21]([O:24][CH3:25])=[C:20]([O:26][CH3:27])[CH:19]=2)=[O:14])[CH:8]=[CH:9][CH:10]=1)(=[O:4])[NH2:3] |f:0.1,2.3.4,5.6|. Reported procedure: To 3.0 g of 2-(3-carbamoylphenylamino)-N-(3,4-dimethoxyphenethyl)acetamide hydrochloride were added 20 ml of a 5% aqueous sodium carbonate solution and 125 ml of chloroform, and the mixture was stirred at room temperature until the crystals of the above hydrochloride was completely dissolved. The chloroform layer was separated, washed with water, dried and the solvent was evaporated to dryness in vacuo. The residue was recrystallized from a mixture of methanol and diethyl ether to obtain 2.3 g o... The reactants are O=C([O-])[O-], CC(=O)OCc1cn2cncc2s1, CO, [K+], [K+]. Yields the product OCc1cn2cncc2s1. Reaction SMILES: [C:16](=[O:17])([O-:18])[O-:19].[C:1](=[O:2])([CH3:3])[O:4][CH2:5][c:6]1[cH:7][n:8]2[c:9]([s:10]1)[cH:11][n:12][cH:13]2.[CH3:14][OH:15].[K+:20].[K+:21]>>[OH:4][CH2:5][c:6]1[cH:7][n:8]2[c:9]([s:10]1)[cH:11][n:12][cH:13]2. Starting materials: CS(=O)(=O)NC=1C=C(OC(=CC(=O)O)C)C=CC1OC1=CC=CC=C1 (3-(3-methylsulfonylamino-4-phenoxyphenoxy)-3-methylacrylic acid). Reagents/catalysts: [C].[Pd] (palladium-carbon). Run in C(C)O (ethanol). Product: CS(=O)(=O)NC=1C=C(OC(CC(=O)O)C)C=CC1OC1=CC=CC=C1 (3-(3-methylsulfonylamino-4-phenoxyphenoxy)-3-methylpropionic acid). The yield is 87.1%. As a reaction SMILES: [CH3:1][S:2]([NH:5][C:6]1[CH:7]=[C:8]([CH:16]=[CH:17][C:18]=1[O:19][C:20]1[CH:25]=[CH:24][CH:23]=[CH:22][CH:21]=1)[O:9][C:10]([CH3:15])=[CH:11][C:12]([OH:14])=[O:13])(=[O:4])=[O:3]>C(O)C.[C].[Pd]>[CH3:1][S:2]([NH:5][C:6]1[CH:7]=[C:8]([CH:16]=[CH:17][C:18]=1[O:19][C:20]1[CH:21]=[CH:22][CH:23]=[CH:24][CH:25]=1)[O:9][CH:10]([CH3:15])[CH2:11][C:12]([OH:14])=[O:13])(=[O:4])=[O:3] |f:2.3|. Procedure details: 6.5 g of 3-(3-methylsulfonylamino-4-phenoxyphenoxy)-3-methylacrylic acid was suspended in 200 ml of ethanol. Thereto was added 1.3 g of 10% palladium-carbon. The mixture was subjected to hydrogenation at 40°-50° C. at atmospheric pressure. After the completion of the reaction, the catalyst was removed by filtration and the solvent was removed by distillation under reduced pressure. The resulting crystal was recrystallized from toluene to obtain 5.69 g (yield: 87%) of 3-(3-methylsulfonylamino-4-p... Reactants: Cc1c(C(=O)Cl)cccc1[N+](=O)[O-], CC(C)O, ClCCl, CC(C)(N)CO, O. Product: Cc1c(C(=O)NC(C)(C)CO)cccc1[N+](=O)[O-]. As a reaction SMILES: [CH3:1][c:2]1[c:3]([C:4](=[O:5])[Cl:6])[cH:7][cH:8][cH:9][c:10]1[N+:11](=[O:12])[O-:13].[CH3:24][CH:25]([OH:26])[CH3:27].[Cl:21][CH2:22][Cl:23].[NH2:14][C:15]([CH2:16][OH:17])([CH3:18])[CH3:19].[OH2:20]>>[CH3:1][c:2]1[c:3]([C:4](=[O:5])[NH:14][C:15]([CH2:16][OH:17])([CH3:18])[CH3:19])[cH:7][cH:8][cH:9][c:10]1[N+:11](=[O:12])[O-:13]. Reactants: C1OC=2C=C(C#N)C=CC2O1 (3,4-methylenedioxybenzonitrile), C(C)(C)[N-]C(C)C.[Li+] (lithium diisopropylamide), CN1C(N(CC1)C)=O (1,3-dimethyl-2-imidazolidinone). Product: OC=1C=C(C#N)C=CC1O (3,4-dihydroxybenzonitrile). The yield is 94.0%. Reaction SMILES: C1[O:11][C:10]2[CH:9]=[CH:8][C:5]([C:6]#[N:7])=[CH:4][C:3]=2[O:2]1.C([N-]C(C)C)(C)C.[Li+].CN1CCN(C)C1=O>>[OH:2][C:3]1[CH:4]=[C:5]([CH:8]=[CH:9][C:10]=1[OH:11])[C:6]#[N:7] |f:1.2|. Procedure: As a conventional process for producing 3,4-dihydroxybenzonitrile from 3,4-methylenedioxybenzonitrile, for example, J. Org. Chem., 62, 4097 (1977) discloses a process in which 3,4-methylenedioxybenzonitrile is reacted with lithium diisopropylamide in an excess molar amount (five times by mole or more) in a reaction medium consisting of 1,3-dimethyl-2-imidazolidinone at a high temperature of 185° C., to produce 3,4-dihydroxybenzonitrile with a yield of 94%. This process is, however, disadvantageo...